This data is from the Open Reaction Database (ORD), a public repository of structured organic reaction records. The task is: describe an organic reaction: reactants, conditions, products, and yield Starting materials: N12CC(C(CC1)C2)=O (1-Azabicyclo[2.2.1]heptan-3-one), Cl.NO (hydroxylamine hydrochloride). Run in CO (MeOH). Reaction conditions: time 18 hour. Product: Cl.N12CC(C(CC1)C2)=NO ((±)-1-Azabicylo[2.2.1]heptan-3-one oxime hydrochloride). Isolated yield 69.7%. RXN SMILES: [N:1]12[CH2:7][CH:4]([CH2:5][CH2:6]1)[C:3](=O)[CH2:2]2.[ClH:9].[NH2:10][OH:11]>CO>[ClH:9].[N:1]12[CH2:7][CH:4]([CH2:5][CH2:6]1)[C:3](=[N:10][OH:11])[CH2:2]2 |f:1.2,4.5|. Procedure details: 1-Azabicyclo[2.2.1]heptan-3-one (2 g, 18 mmol) and hydroxylamine hydrochloride (1.25 g, 18 mmol) were dissolved in 10 mL MeOH and stirred at room temperature for 18 hours. The reaction mixture was concentrated in vacuo. The crystalline residue was recrystallized from ethanol to afford 2.04 g (70%) of the title product, mp 211° C.